Dataset: the Open Reaction Database (ORD), a public repository of structured organic reaction records. Task: describe an organic reaction: reactants, conditions, products, and yield The reactants are NC1=CC=C(C=C1)NNC(C(F)(F)F)=O (2-(4-Aminophenyl)-1-trifluoroacetylhydrazine), C1(=CC=CC=C1)N=C=S (phenyl isothiocyanate). Run in C(C)O (ethanol). Yields the product C1(=CC=CC=C1)NC(NC1=CC=C(C=C1)NNC(C(F)(F)F)=O)=S (3-Phenyl-1-[4-(2-trifluoroacetylhydrazino)phenyl]thiourea). RXN SMILES: [NH2:1][C:2]1[CH:7]=[CH:6][C:5]([NH:8][NH:9][C:10](=[O:15])[C:11]([F:14])([F:13])[F:12])=[CH:4][CH:3]=1.[C:16]1([N:22]=[C:23]=[S:24])[CH:21]=[CH:20][CH:19]=[CH:18][CH:17]=1>C(O)C>[C:16]1([NH:22][C:23](=[S:24])[NH:1][C:2]2[CH:3]=[CH:4][C:5]([NH:8][NH:9][C:10](=[O:15])[C:11]([F:12])([F:13])[F:14])=[CH:6][CH:7]=2)[CH:21]=[CH:20][CH:19]=[CH:18][CH:17]=1. Reported procedure: 2-(4-Aminophenyl)-1-trifluoroacetylhydrazine (2.0 g, 0.0091 mole) and phenyl isothiocyanate (1.2 g, 0.0091 mole) were mixed together in ethanol (25 ml) and the mixture was heated to reflux for 20 minutes. A white solid precipitated out of the mixture during the heating. The mixture was chilled in ice and the solid was filtered off, washed with ethanol, and dried. Spectral data on this material indicated that it was not the desired product. The filtrate from above was diluted wih water and a seco...